Dataset: the Open Reaction Database (ORD), a public repository of structured organic reaction records. Task: describe an organic reaction: reactants, conditions, products, and yield The reactants are CN(CCOC=1C=C2CCCC(C2=CC1)=O)C (6-(2-dimethylaminoethoxy)-1-tetralone), [Cl-].[NH4+] (ammonium chloride), BrC1=CC=CC2=CC=CC=C12 (1-bromonaphthalene), [Mg] (magnesium). Solvent: O1CCCC1 (tetrahydrofuran), O1CCCC1 (tetrahydrofuran). Yields the product C1(=CC=CC2=CC=CC=C12)[Mg]Br (1-Naphthylmagnesium bromide), C1(=CC=CC2=CC=CC=C12)C1=CCCC2=CC(=CC=C12)OCCN(C)C (1-naphthyl-3,4-dihydro-6(2-dimethylaminoethoxy)naphthalene). Yield: 25.3%. Reaction SMILES: [Br:1][C:2]1[C:11]2[C:6](=[CH:7][CH:8]=[CH:9][CH:10]=2)[CH:5]=[CH:4][CH:3]=1.[Mg:12].[CH3:13][N:14]([CH3:29])[CH2:15][CH2:16][O:17][C:18]1[CH:19]=[C:20]2[C:25](=[CH:26][CH:27]=1)[C:24](=O)[CH2:23][CH2:22][CH2:21]2.[Cl-].[NH4+]>O1CCCC1>[C:19]1([Mg:12][Br:1])[C:20]2[C:25](=[CH:24][CH:23]=[CH:22][CH:21]=2)[CH:26]=[CH:27][CH:18]=1.[C:2]1([C:24]2[C:25]3[C:20](=[CH:19][C:18]([O:17][CH2:16][CH2:15][N:14]([CH3:29])[CH3:13])=[CH:27][CH:26]=3)[CH2:21][CH2:22][CH:23]=2)[C:11]2[C:6](=[CH:7][CH:8]=[CH:9][CH:10]=2)[CH:5]=[CH:4][CH:3]=1 |f:3.4|. Reported procedure: 1-Naphthylmagnesium bromide was prepared by the addition of 1-bromonaphthalene (9.6 g, 0.046 mole) to magnesium (1 g) in tetrahydrofuran (25 ml). 6-(2-dimethylaminoethoxy)-1-tetralone (9.8 g, 0.046 mole) in tetrahydrofuran 75 ml) was added over 1/2 hour and the reaction mixture refluxed for 2 hours. After cooling, saturated ammonium chloride solution was added and the organic layer separated. Removal of the solvent gave an oil which after chromatography on alumina, eluting with ether - light pet... Reactants: CCOC(C)=O, CO, CN(C(=O)OCc1ccccc1)C1CCC(OCc2cc(C(F)(F)F)cc(C(F)(F)F)c2)C1c1ccccc1. Yields the product CNC1CCC(OCc2cc(C(F)(F)F)cc(C(F)(F)F)c2)C1c1ccccc1. RXN SMILES: [CH3:40][CH2:41][O:42][C:43](=[O:44])[CH3:45].[CH3:46][OH:47].[F:1][C:2]([c:3]1[cH:4][c:5]([CH2:13][O:14][CH:15]2[CH:16]([c:32]3[cH:33][cH:34][cH:35][cH:36][cH:37]3)[CH:17]([N:20]([CH3:21])[C:22]([O:23][CH2:24][c:25]3[cH:26][cH:27][cH:28][cH:29][cH:30]3)=[O:31])[CH2:18][CH2:19]2)[cH:6][c:7]([C:9]([F:10])([F:11])[F:12])[cH:8]1)([F:38])[F:39]>>[F:1][C:2]([c:3]1[cH:4][c:5]([CH2:13][O:14][CH:15]2[CH:16]([c:32]3[cH:33][cH:34][cH:35][cH:36][cH:37]3)[CH:17]([NH:20][CH3:21])[CH2:18][CH2:19]2)[cH:6][c:7]([C:9]([F:10])([F:11])[F:12])[cH:8]1)([F:38])[F:39].